From a dataset of the Open Reaction Database (ORD), a public repository of structured organic reaction records. describe an organic reaction: reactants, conditions, products, and yield Reported procedure: The title compound was prepared with a procedure analogous to that used to prepare example 381 by combining 8-Amino-1-ethyl-5,5-dimethyl-1,3,4,5-tetrahydro-benzo[b]azepin-2-one and 2-(2,5-Dichloro-pyrimidin-4-ylamino)-3-fluoro-N-methyl-benzamide to yield a yellow solid (38%). LCMS: m/z=511.18 (M+H+), 1H NMR (400 MHz, CDCl3) δ 8.02 (s, 1H), 7.52 (s, 1H), 7.34 (d, 1H, J=7.6 Hz), 7.14 (m, 5H), 3.54 (m, 2H), 3.35 (s, 3H), 2.86 (s, 3H), 2.20 (m, 2H), 1.95 (m, 2H), 1.26 (s, 6H), 1.06 (m, 3H). Product: ClC=1C(=NC(=NC1)NC=1C=CC2=C(N(C(CCC2(C)C)=O)CC)C1)NC1=C(C(=O)NC)C=CC=C1F (2-[5-Chloro-2-(1-ethyl-5,5-dimethyl-2-oxo-2,3,4,5-tetrahydro-1H-benzo[b]azepin-8-ylamino)-pyrimidin-4-ylamino]-3-fluoro-N-methyl-benzamide), solid. The reactants are NC=1C=CC2=C(N(C(CCC2(C)C)=O)CC)C1 (8-Amino-1-ethyl-5,5-dimethyl-1,3,4,5-tetrahydro-benzo[b]azepin-2-one), ClC1=NC=C(C(=N1)NC1=C(C(=O)NC)C=CC=C1F)Cl (2-(2,5-Dichloro-pyrimidin-4-ylamino)-3-fluoro-N-methyl-benzamide). Yield: 38.0%. RXN SMILES: [NH2:1][C:2]1[CH:3]=[CH:4][C:5]2[C:11]([CH3:13])([CH3:12])[CH2:10][CH2:9][C:8](=[O:14])[N:7]([CH2:15][CH3:16])[C:6]=2[CH:17]=1.Cl[C:19]1[N:24]=[C:23]([NH:25][C:26]2[C:35]([F:36])=[CH:34][CH:33]=[CH:32][C:27]=2[C:28]([NH:30][CH3:31])=[O:29])[C:22]([Cl:37])=[CH:21][N:20]=1>>[Cl:37][C:22]1[C:23]([NH:25][C:26]2[C:35]([F:36])=[CH:34][CH:33]=[CH:32][C:27]=2[C:28]([NH:30][CH3:31])=[O:29])=[N:24][C:19]([NH:1][C:2]2[CH:3]=[CH:4][C:5]3[C:11]([CH3:12])([CH3:13])[CH2:10][CH2:9][C:8](=[O:14])[N:7]([CH2:15][CH3:16])[C:6]=3[CH:17]=2)=[N:20][CH:21]=1. Reactants: N1(C=NC=C1)CC(=O)C1=CC=2CC3=CC=CC=C3C2C=C1 (2-(1H-imidazol-1-yl)-1-(9H-fluoren-2-yl)ethanone), C1(=CC=C(C=C1)S(=O)(=O)O)C (p-toluenesulfonic acid), C1(=CC=CC=C1)C (toluene), C(CO)O (ethylene glycol). The solvent is O (water), O (water). Yields the product C1=C(C=CC=2C3=CC=CC=C3CC12)C1(OCCO1)CN1C=NC=C1 (1-([2-(9H-fluoren-2-yl)-1,3-dioxolan-2-yl]methyl)-1H-imidazole). As a reaction SMILES: [N:1]1([CH2:6][C:7]([C:9]2[CH:21]=[CH:20][C:19]3[C:18]4[C:13](=[CH:14][CH:15]=[CH:16][CH:17]=4)[CH2:12][C:11]=3[CH:10]=2)=[O:8])[CH:5]=[CH:4][N:3]=[CH:2]1.C1(C)C=CC=CC=1.[CH2:29](O)[CH2:30][OH:31].C1(C)C=CC(S(O)(=O)=O)=CC=1>O>[CH:10]1[C:11]2[CH2:12][C:13]3[C:18](=[CH:17][CH:16]=[CH:15][CH:14]=3)[C:19]=2[CH:20]=[CH:21][C:9]=1[C:7]1([CH2:6][N:1]2[CH:5]=[CH:4][N:3]=[CH:2]2)[O:31][CH2:30][CH2:29][O:8]1. Procedure: To a slurry of 10.0 g. of 2-(1H-imidazol-1-yl)-1-(9H-fluoren-2-yl)ethanone in 100 ml. of toluene were added 4.53 g. of ethylene glycol and 13.9 g. of p-toluenesulfonic acid. The mixture was heated overnight at reflux with the azeotropic removal of water. The reaction was poured into water and the resulting solid was removed by filtration. The solid was basified with 50 percent sodium hydroxide and extracted with ethyl acetate. The ethyl acetate was washed with water, followed by a saturated sodi... Reactants: FC=1C=C(C(=NC1)C)COCOC (5-fluoro-3-((methoxymethoxy)methyl)-2-methylpyridine), O (water), C(O)([O-])=O.[Na+] (sodium hydrogen carbonate), [OH-].[Na+] (sodium hydroxide). Solvent: O1CCOCC1 (dioxane), Cl (hydrochloric acid), C(C)(=O)OCC (ethyl acetate). Reaction conditions: temperature 35 celsius, time 1 hour. Yields the product FC=1C=C(C(=NC1)C)CO ((5-fluoro-2-methylpyridin-3-yl)methanol). The yield is 109.8%. As a reaction SMILES: [F:1][C:2]1[CH:3]=[C:4]([CH2:9][O:10]COC)[C:5]([CH3:8])=[N:6][CH:7]=1.O.[OH-].[Na+].C(=O)([O-])O.[Na+]>O1CCOCC1.Cl.C(OCC)(=O)C>[F:1][C:2]1[CH:3]=[C:4]([CH2:9][OH:10])[C:5]([CH3:8])=[N:6][CH:7]=1 |f:2.3,4.5|. Procedure: To a solution of 0.49 g of 5-fluoro-3-((methoxymethoxy)methyl)-2-methylpyridine in 20 mL of dioxane, 10 mL of 6.0 mol/L hydrochloric acid was added, and the mixture was stirred at 30 to 40° C. for 1 hour. Thereto were added water and ethyl acetate, and the mixture was adjusted to pH 5.5 with a 20% aqueous sodium hydroxide solution and a saturated aqueous sodium hydrogen carbonate solution. The organic layer was separated, and the aqueous layer was extracted with ethyl acetate twice. The organic ... Yields the product C1=CC=CC=2C(C3=C(CCC21)C=CC=C3)=C(C(=O)O)C3=CC(=CC=C3)NS(=O)(=O)C ((10,11-Dihydro-dibenzo[a,d]cyclohepten-5-ylidene)-(3-methanesulfonylamino-phenyl)-acetic acid). The solvent is C(C)O (ethanol). Yield: 20.0%. Procedure details: Treat (10,11-dihydro-dibenzo[a,d]cyclohepten-5-ylidene)-(3-methanesulfonylamino-phenyl)-acetic acid ethyl ester with a 50:50 mixture of 1N NaOH and ethanol and heat under reflux conditions for 14 hours. Acidify with 1N HCl and collect the solid by filtration and dry. Purify by reverse phase HPLC to obtain a 20% yield of the title compound. MS(ES)=437(+NH3) As a reaction SMILES: C([O:3][C:4](=[O:32])[C:5](=[C:17]1[C:23]2[CH:24]=[CH:25][CH:26]=[CH:27][C:22]=2[CH2:21][CH2:20][C:19]2[CH:28]=[CH:29][CH:30]=[CH:31][C:18]1=2)[C:6]1[CH:11]=[CH:10][CH:9]=[C:8]([NH:12][S:13]([CH3:16])(=[O:15])=[O:14])[CH:7]=1)C.[OH-].[Na+]>C(O)C>[CH:27]1[C:22]2[CH2:21][CH2:20][C:19]3[CH:28]=[CH:29][CH:30]=[CH:31][C:18]=3[C:17](=[C:5]([C:6]3[CH:11]=[CH:10][CH:9]=[C:8]([NH:12][S:13]([CH3:16])(=[O:15])=[O:14])[CH:7]=3)[C:4]([OH:32])=[O:3])[C:23]=2[CH:24]=[CH:25][CH:26]=1 |f:1.2|. The reactants are C(C)OC(C(C1=CC(=CC=C1)NS(=O)(=O)C)=C1C2=C(CCC3=C1C=CC=C3)C=CC=C2)=O ((10,11-dihydro-dibenzo[a,d]cyclohepten-5-ylidene)-(3-methanesulfonylamino-phenyl)-acetic acid ethyl ester), [OH-].[Na+] (NaOH). The reactants are ClC1=NN2C(C(=CC=C2)C2=NC=C(N=C2)OC)=N1 (2-chloro-8-(5-methoxy-pyrazin-2-yl)-[1,2,4]triazolo[1,5-a]pyridine), Example 2d, C(C)(C)(C)OC(=O)N1CCC(CC1)C1=CC=C(C=C1)N (4-(4-amino-phenyl)-piperidine-1-carboxylic acid tert-butyl ester), C1(CCCCC1)P(C1=C(C=CC=C1)C1=C(C=CC=C1)P(C1CCCCC1)C1CCCCC1)C1CCCCC1 (2,2′-bis-dicyclohexylphosphanyl-biphenyl). Product: C(C)(C)(C)OC(=O)N1CCC(CC1)C1=CC=C(C=C1)NC1=NN2C(C(=CC=C2)C2=NC=C(N=C2)OC)=N1 (4-{4-[8-(5-Methoxy-pyrazin-2-yl)-[1,2,4]triazolo[1,5-a]pyridine-2-ylamino]-phenyl}-piperidine-1-carboxylic acid tert-butyl ester). RXN SMILES: Cl[C:2]1[N:18]=[C:5]2[C:6]([C:10]3[CH:15]=[N:14][C:13]([O:16][CH3:17])=[CH:12][N:11]=3)=[CH:7][CH:8]=[CH:9][N:4]2[N:3]=1.[C:19]([O:23][C:24]([N:26]1[CH2:31][CH2:30][CH:29]([C:32]2[CH:37]=[CH:36][C:35]([NH2:38])=[CH:34][CH:33]=2)[CH2:28][CH2:27]1)=[O:25])([CH3:22])([CH3:21])[CH3:20].C1(P(C2CCCCC2)C2C=CC=CC=2C2C=CC=CC=2P(C2CCCCC2)C2CCCCC2)CCCCC1>>[C:19]([O:23][C:24]([N:26]1[CH2:31][CH2:30][CH:29]([C:32]2[CH:37]=[CH:36][C:35]([NH:38][C:2]3[N:18]=[C:5]4[C:6]([C:10]5[CH:15]=[N:14][C:13]([O:16][CH3:17])=[CH:12][N:11]=5)=[CH:7][CH:8]=[CH:9][N:4]4[N:3]=3)=[CH:34][CH:33]=2)[CH2:28][CH2:27]1)=[O:25])([CH3:22])([CH3:20])[CH3:21]. Reported procedure: 4-{4-[8-(5-Methoxy-pyrazin-2-yl)-[1,2,4]triazolo[1,5-a]pyridine-2-ylamino]-phenyl}-piperidine-1-carboxylic acid tert-butyl ester was prepared from 2-chloro-8-(5-methoxy-pyrazin-2-yl)-[1,2,4]triazolo[1,5-a]pyridine and 4-(4-amino-phenyl)-piperidine-1-carboxylic acid tert-butyl ester with 2,2′-bis-dicyclohexylphosphanyl-biphenyl as the ligand in a manner analogous to Example 2d (0.039 g, 19%). MP=193-195° C. 1H NMR (400 MHz, (D3C)2SO, δ, ppm): 9.75 (s, 1H), 9.69 (s, 1H), 8.87 (d, 1H), 8.49 (m, 1H)...